Dataset: the Open Reaction Database (ORD), a public repository of structured organic reaction records. Task: describe an organic reaction: reactants, conditions, products, and yield Starting materials: C([O-])([O-])=O.[Na+].[Na+] (sodium carbonate), ClC=1C=C2C(=CNC2=CC1)CCNC(C1=CC=C(C=C1)I)=O (N-(2-(5-chloro-1H-indol-3-yl)ethyl)-4-iodobenzamide), B(C=1C=CC(=CC1)C)(O)O (p-tolylboronic acid). Reagents/catalysts: C=1C=CC(=CC1)[P](C=2C=CC=CC2)(C=3C=CC=CC3)[Pd]([P](C=4C=CC=CC4)(C=5C=CC=CC5)C=6C=CC=CC6)([P](C=7C=CC=CC7)(C=8C=CC=CC8)C=9C=CC=CC9)[P](C=1C=CC=CC1)(C=1C=CC=CC1)C=1C=CC=CC1 (tetrakis(triphenylphosphine)palladium). The solvent is C(OC)COC (dimethoxyethane), O (water). Yields the product eluent, ClC=1C=C2C(=CNC2=CC1)CCNC(=O)C1=CC=C(C=C1)C1=CC=C(C=C1)C (N-(2-(5-chloro-1H-indol-3-yl)ethyl)-4′-methylbiphenyl-4-carboxamide). Yield: 74.5%. RXN SMILES: [Cl:1][C:2]1[CH:3]=[C:4]2[C:8](=[CH:9][CH:10]=1)[NH:7][CH:6]=[C:5]2[CH2:11][CH2:12][NH:13][C:14](=[O:22])[C:15]1[CH:20]=[CH:19][C:18](I)=[CH:17][CH:16]=1.B(O)(O)[C:24]1[CH:25]=[CH:26][C:27]([CH3:30])=[CH:28][CH:29]=1.C(=O)([O-])[O-].[Na+].[Na+]>C(COC)OC.O.C1C=CC([P]([Pd]([P](C2C=CC=CC=2)(C2C=CC=CC=2)C2C=CC=CC=2)([P](C2C=CC=CC=2)(C2C=CC=CC=2)C2C=CC=CC=2)[P](C2C=CC=CC=2)(C2C=CC=CC=2)C2C=CC=CC=2)(C2C=CC=CC=2)C2C=CC=CC=2)=CC=1>[Cl:1][C:2]1[CH:3]=[C:4]2[C:8](=[CH:9][CH:10]=1)[NH:7][CH:6]=[C:5]2[CH2:11][CH2:12][NH:13][C:14]([C:15]1[CH:20]=[CH:19][C:18]([C:24]2[CH:29]=[CH:28][C:27]([CH3:30])=[CH:26][CH:25]=2)=[CH:17][CH:16]=1)=[O:22] |f:2.3.4,^1:49,51,70,89|. Procedure: N-(2-(5-chloro-1H-indol-3-yl)ethyl)-4′-methylbiphenyl-4-carboxamide was prepared according to method B with N-(2-(5-chloro-1H-indol-3-yl)ethyl)-4-iodobenzamide (0.075 g; 0.176 mmol), p-tolylboronic acid (0.025 g; 0.176 mmol), tetrakis(triphenylphosphine)palladium (0.010 g; 0.009 mmol), sodium carbonate (0.037 g; 0.353 mmol), in dimethoxyethane (3 mL) and water (1 mL), irradiated in a microwave oven at 130° C. for 15 minutes. Flash chromatography on silica gel (eluent 2 to 10% ethyl acetate in di... Reactants: COC=1C=C(N)C=C(C1OC)OC (3,4,5-trimethoxyaniline), C(=O)(Cl)Cl (phosgene). Solvent: C1(=CC=CC=C1)C (toluene). Yields the product COC=1C=C(C=C(C1OC)OC)N=C=O (3,4,5-trimethoxyphenylisocyanate). RXN SMILES: [CH3:1][O:2][C:3]1[CH:4]=[C:5]([CH:7]=[C:8]([O:12][CH3:13])[C:9]=1[O:10][CH3:11])[NH2:6].[C:14](Cl)(Cl)=[O:15]>C1(C)C=CC=CC=1>[CH3:13][O:12][C:8]1[CH:7]=[C:5]([N:6]=[C:14]=[O:15])[CH:4]=[C:3]([O:2][CH3:1])[C:9]=1[O:10][CH3:11]. Reported procedure: A mixture of 3,4,5-trimethoxyaniline (365 mg; 2.0 mmol) in toluene (20 ml) and phosgene (6 ml 20% in toluene; 12 mmol) was refluxed for 6 h. The solvent was removed under reduced pressure to give crude 3,4,5-trimethoxyphenylisocyanate. The crude product was added 3-[4-(4-chloro-phenyl)-1-piperazinyl]propanol (800 mg; 3.1 mmol) in toluene (25 ml) and refluxed for 16 h. The solvent was evaporated and the residue taken up in ethanol, which was treated with hydrogen chloride in ether. Recrystallizat... The reactants are C(C)OC(C(C=C)(CO)CO)=O (2,2-bis-hydroxymethyl-but-3-enoic acid ethyl ester), FCC(=O)CF (1,3-difluoroacetone), para-toluene-4-sulfonic acid monohydrate. Reaction conditions: temperature 100 celsius. The product is C(C)OC(=O)C1(COC(OC1)(CF)CF)C=C (2,2-Bis-fluoromethyl-5-vinyl-[1,3]dioxane-5-carboxylic acid ethyl ester). The yield is 77.5%. Reaction SMILES: [CH2:1]([O:3][C:4](=[O:12])[C:5]([CH2:10][OH:11])([CH2:8][OH:9])[CH:6]=[CH2:7])[CH3:2].[F:13][CH2:14][C:15]([CH2:17][F:18])=O>>[CH2:1]([O:3][C:4]([C:5]1([CH:6]=[CH2:7])[CH2:8][O:9][C:15]([CH2:17][F:18])([CH2:14][F:13])[O:11][CH2:10]1)=[O:12])[CH3:2]. Reported procedure: A vial was loaded with 2,2-bis-hydroxymethyl-but-3-enoic acid ethyl ester (0.88 g, 5.05 mmol), 1,3-difluoroacetone (0.95 g, 10.1 mmol) and para-toluene-4-sulfonic acid monohydrate (0.96 g, 5.05 mmol). The vial was sealed and heated in a microwave reactor at 100° C. for 15 min. The resultant brown oil was partitioned between dichloromethane and aqueous sodium bicarbonate solution. The organic layer was filtered through a hydrophobic frit and evaporated to give a brown oil (0.98 g). The oil was pu... The reactants are C/C(=N\[Si](C)(C)C)/O[Si](C)(C)C (N,O-bis(trimethylsilyl)acetamide), O(S(=O)(=O)C(F)(F)F)[Si](C)(C)C (Trimethylsilyl triflate), C(C)(=O)OC[C@]1([C@H]([C@H](C(OC(C)=O)O1)OC(C)=O)OCC1=CC=CC=C1)COCC1=CC=CC=C1 (4-C-(Acetoxymethyl)-1,2-di-O-acetyl-3,5-di-O-benzyl-D-ribofuranose), C(C1=CC=CC=C1)(=O)NC1=C2NC=NC2=NC=N1 (6-N-benzoyladenine). Run in ClCCl (Dichloromethane), ClCCl (dichloromethane). Yields the product C(C)(=O)O[C@H]1[C@@H](O[C@@]([C@H]1OCC1=CC=CC=C1)(COCC1=CC=CC=C1)COC(C)=O)N1C2=NC=NC(=C2N=C1)NC(C1=CC=CC=C1)=O (9-(2-O-Acetyl-4-C-acetyloxymethyl-3,5-di-O-benzyl-β-D-ribofuranosyl)-6-N-benzoyl-adenine), material. Yield: 52.0%. Reaction SMILES: [C:1]([O:4][CH2:5][C@:6]1([CH2:27][O:28][CH2:29][C:30]2[CH:35]=[CH:34][CH:33]=[CH:32][CH:31]=2)[O:14][CH:9](OC(=O)C)[C@H:8]([O:15][C:16](=[O:18])[CH3:17])[C@@H:7]1[O:19][CH2:20][C:21]1[CH:26]=[CH:25][CH:24]=[CH:23][CH:22]=1)(=[O:3])[CH3:2].[C:36]([NH:44][C:45]1[N:53]=[CH:52][N:51]=[C:50]2[C:46]=1[NH:47][CH:48]=[N:49]2)(=[O:43])[C:37]1[CH:42]=[CH:41][CH:40]=[CH:39][CH:38]=1.C/C(/O[Si](C)(C)C)=N\[Si](C)(C)C.O([Si](C)(C)C)S(C(F)(F)F)(=O)=O>ClCCl>[C:16]([O:15][C@@H:8]1[C@H:7]([O:19][CH2:20][C:21]2[CH:26]=[CH:25][CH:24]=[CH:23][CH:22]=2)[C@@:6]([CH2:5][O:4][C:1](=[O:3])[CH3:2])([CH2:27][O:28][CH2:29][C:30]2[CH:35]=[CH:34][CH:33]=[CH:32][CH:31]=2)[O:14][C@H:9]1[N:49]1[CH:48]=[N:47][C:46]2[C:50]1=[N:51][CH:52]=[N:53][C:45]=2[NH:44][C:36](=[O:43])[C:37]1[CH:42]=[CH:41][CH:40]=[CH:39][CH:38]=1)(=[O:18])[CH3:17]. Procedure: To a stirred suspension of the anomeric mixture 33 (5.0 g, 10.3 mmol) and 6-N-benzoyladenine (3.76 g, 15.7 mmol) in anhydrous dichloromethane (200 cm3) was added N,O-bis(trimethylsilyl)acetamide (15.54 cm3, 61.8 mmol). The reaction mixture was stirred at reflux for 1 h and then cooled to room temperature. Trimethylsilyl triflate (7.0 cm3, 38.7 mmol) was added dropwise and the mixture was refluxed for 20 h. The reaction mixture was allowed to cool to room temperature and the volume of the mixture... Starting materials: FCCBr, CCO, Cc1cc(Cl)ccc1C(=O)NN, [Na+], [OH-], O. As a reaction SMILES: [Br:18][CH2:19][CH2:20][F:21].[CH3:1][CH2:2][OH:3].[Cl:4][c:5]1[cH:6][c:7]([CH3:15])[c:8]([C:9](=[O:10])[NH:11][NH2:12])[cH:13][cH:14]1.[Na+:17].[OH-:16].[OH2:22]>>[OH:3][C:9]([c:8]1[c:7]([CH3:15])[cH:6][c:5]([Cl:4])[cH:14][cH:13]1)=[O:10]. The product is Cc1cc(Cl)ccc1C(=O)O.